This data is from the Open Reaction Database (ORD), a public repository of structured organic reaction records. The task is: describe an organic reaction: reactants, conditions, products, and yield The reactants are COC(C(C)N1C(=C(C=2C1=NC=CC2)C(=O)OC(C)(C)C)C)=O ((±)-tert-butyl 1-(1-methoxy-1-oxopropan-2-yl)-2-methyl-1H-pyrrolo[2,3-b]pyridine-3-carboxylate), Cl.CNOC (N,O-dimethylhydroxylamine hydrochloride), C(C)(C)[Mg]Cl (isopropylmagnesium chloride). Conditions: temperature 0 celsius. The product is CON(C(C(C)N1C(=C(C=2C1=NC=CC2)C(=O)OC(C)(C)C)C)=O)C ((±)-tert-butyl 1-(1-(methoxy(methyl)amino)-1-oxopropan-2-yl)-2-methyl-1H-pyrrolo[2,3-b]pyridine-3-carboxylate). The yield is 60.2%. RXN SMILES: CO[C:3](=[O:23])[CH:4]([N:6]1[C:10]2=[N:11][CH:12]=[CH:13][CH:14]=[C:9]2[C:8]([C:15]([O:17][C:18]([CH3:21])([CH3:20])[CH3:19])=[O:16])=[C:7]1[CH3:22])[CH3:5].Cl.[CH3:25][NH:26][O:27][CH3:28].C([Mg]Cl)(C)C>>[CH3:28][O:27][N:26]([CH3:25])[C:3](=[O:23])[CH:4]([N:6]1[C:10]2=[N:11][CH:12]=[CH:13][CH:14]=[C:9]2[C:8]([C:15]([O:17][C:18]([CH3:20])([CH3:21])[CH3:19])=[O:16])=[C:7]1[CH3:22])[CH3:5] |f:1.2|. Reported procedure: To a 100 mL round-bottom flask was added (±)-tert-butyl 1-(1-methoxy-1-oxopropan-2-yl)-2-methyl-1H-pyrrolo[2,3-b]pyridine-3-carboxylate (0.958 g, 3.01 mmol) and N,O-dimethylhydroxylamine hydrochloride (0.440 g, 4.51 mmol). The flask was vac/purged 3× with N2 then THF (17 mL) were added and the reaction was cooled to −40° C. isopropylmagnesium chloride (4.51 ml, 9.03 mmol) was added dropwise and the reaction was mixed at that temperature for 1 h then warmed to 0° C. for 1 h then quenched with 1N ...